The task is: describe an organic reaction: reactants, conditions, products, and yield. This data is from the Open Reaction Database (ORD), a public repository of structured organic reaction records. Reactants: CC(=O)O, O=C1CCC(=O)N1I, COC(=O)c1cc(N)ccc1C. The product is COC(=O)c1cc(N)c(I)cc1C. RXN SMILES: [CH3:21][C:22](=[O:23])[OH:24].[I:13][N:14]1[C:15](=[O:16])[CH2:17][CH2:18][C:19]1=[O:20].[NH2:1][c:2]1[cH:3][cH:4][c:5]([CH3:12])[c:6]([C:7](=[O:8])[O:9][CH3:10])[cH:11]1>>[NH2:1][c:2]1[c:3]([I:13])[cH:4][c:5]([CH3:12])[c:6]([C:7](=[O:8])[O:9][CH3:10])[cH:11]1. Starting materials: N1(C=NC=C1)C1=CC=C(C(=O)O)C=C1 (4-(imidazol-1-yl)benzoic acid), S(=O)(Cl)Cl (thionyl chloride). Product: N1(C=NC=C1)C1=CC=C(C(=O)Cl)C=C1 (4-(imidazol-1-yl)benzoyl chloride), hydrochloride salt. As a reaction SMILES: [N:1]1([C:6]2[CH:14]=[CH:13][C:9]([C:10](O)=[O:11])=[CH:8][CH:7]=2)[CH:5]=[CH:4][N:3]=[CH:2]1.S(Cl)([Cl:17])=O>>[N:1]1([C:6]2[CH:14]=[CH:13][C:9]([C:10]([Cl:17])=[O:11])=[CH:8][CH:7]=2)[CH:5]=[CH:4][N:3]=[CH:2]1. Reported procedure: A suspension of 4-(imidazol-1-yl)benzoic acid (0.90 g) in thionyl chloride (2.0 ml) was heated on a steam bath under argon for one hour. Evaporation of the volatile material under reduced pressure afforded a residue which crystallized upon the addition of hexane to yield the 4-(imidazol-1-yl)benzoyl chloride as the hydrochloride salt (1.17 g), m.p. 242-247° C. The reactants are CC(C)(C)C(=O)CN1C(=O)C(NC(=O)OCc2ccccc2)CN(c2ccccc2F)c2ccccc21, C, CO, [Pd]. Yields the product CC(C)(C)C(=O)CN1C(=O)C(N)CN(c2ccccc2F)c2ccccc21. Reaction SMILES: [C:1]([CH3:2])([CH3:3])([CH3:4])[C:5](=[O:6])[CH2:7][N:8]1[C:9](=[O:37])[CH:10]([NH:26][C:27]([O:28][CH2:29][c:30]2[cH:31][cH:32][cH:33][cH:34][cH:35]2)=[O:36])[CH2:11][N:12]([c:19]2[c:20]([F:25])[cH:21][cH:22][cH:23][cH:24]2)[c:13]2[c:14]1[cH:15][cH:16][cH:17][cH:18]2.[C:40].[CH3:38][OH:39].[Pd:41]>>[C:1]([CH3:2])([CH3:3])([CH3:4])[C:5](=[O:6])[CH2:7][N:8]1[C:9](=[O:37])[CH:10]([NH2:26])[CH2:11][N:12]([c:19]2[c:20]([F:25])[cH:21][cH:22][cH:23][cH:24]2)[c:13]2[c:14]1[cH:15][cH:16][cH:17][cH:18]2. Reactants: C(CCC)[Li] (n-Butyllithium), BrC1=CC(=CS1)C(=O)O (5-Bromo-3-thiophenecarboxylic acid), CN(C=O)C (N,N-dimethylformamide). Run in O1CCCC1 (tetrahydrofuran). Run at time 1 hour. Yields the product C(=O)C1=CC(=CS1)C(=O)O (5-formyl-3-thiophenecarboxylic acid). RXN SMILES: Br[C:2]1[S:6][CH:5]=[C:4]([C:7]([OH:9])=[O:8])[CH:3]=1.C([Li])CCC.CN(C)[CH:17]=[O:18]>O1CCCC1>[CH:17]([C:2]1[S:6][CH:5]=[C:4]([C:7]([OH:9])=[O:8])[CH:3]=1)=[O:18]. Reported procedure: 5-Bromo-3-thiophenecarboxylic acid (4.14 g) was dissolved in tetrahydrofuran (50 ml), and the mixture was cooled to -78° C. n-Butyllithium (1.6M in hexane, 27.5 ml) was slowly added dropwise. The resulting mixture was stirred at the same temperature for 1 hour, and N,N-dimethylformamide (3.1 ml) was added. The mixture was warmed slowly to room temperature and concentrated under reduced pressure. The concentrate was acidified with 1N hydrochloric acid and extracted with ethyl acetate. The extract... The reactants are BrC1=CC(=C(C=C1)CO)F ((4-bromo-2-fluoro-phenyl)-methanol), C(C)(C)(C)[Si](C)(C)Cl (tert-butyl-chloro-dimethyl silane), N1C=NC=C1 (imidazole). The reagents and catalysts are CN(C)C=1C=CN=CC1 (DMAP). The solvent is CN(C)C=O (DMF). Reaction conditions: time 8 hour. Yields the product BrC1=CC(=C(CO[Si](C)(C)C(C)(C)C)C=C1)F ((4-Bromo-2-fluoro-benzyloxy)-tert-butyl-dimethyl-silane). As a reaction SMILES: [Br:1][C:2]1[CH:7]=[CH:6][C:5]([CH2:8][OH:9])=[C:4]([F:10])[CH:3]=1.[C:11]([Si:15](Cl)([CH3:17])[CH3:16])([CH3:14])([CH3:13])[CH3:12].N1C=CN=C1>CN(C=O)C.CN(C1C=CN=CC=1)C>[Br:1][C:2]1[CH:7]=[CH:6][C:5]([CH2:8][O:9][Si:15]([C:11]([CH3:14])([CH3:13])[CH3:12])([CH3:17])[CH3:16])=[C:4]([F:10])[CH:3]=1. Procedure details: To 5.10 g (24.9 mmol) (4-bromo-2-fluoro-phenyl)-methanol in 30 mL DMF is added subsequently 4.06 g (26.1 mmol) tert-butyl-chloro-dimethyl silane, 2.57 g (37.3 mmol) imidazole and 456 mg (3.73 mmol) DMAP. The reaction mixture is stirred overnight at RT and the solvent is evaporated. The residue is diluted with EtOAc, washed five times with water and the combined organic phase is dried over MgSO4, filtered and the solvent is evaporated.